From a dataset of the Open Reaction Database (ORD), a public repository of structured organic reaction records. describe an organic reaction: reactants, conditions, products, and yield The reactants are C(CC(C)C)(=O)Cl (isovaleroyl chloride), NC1=C(C(=NO1)C(C)C)C(=O)N (5-amino-3-isopropylisoxazole-4-carboxamide), CN(C)C1=NC=CC=C1 (dimethylaminopyridine). Solvent: C1(=CC=CC=C1)C (toluene), C1(=CC=CC=C1)C (toluene), N1=CC=CC=C1 (pyridine). Conditions: time 16 hour. The product is CC(CC(=O)NC1=C(C(=NO1)C(C)C)C(=O)N)C (5-(3-Methylbutanoyl)amino-3-isopropylisoxazole-4-carboxamide). Reaction SMILES: [NH2:1][C:2]1[O:6][N:5]=[C:4]([CH:7]([CH3:9])[CH3:8])[C:3]=1[C:10]([NH2:12])=[O:11].CN(C1C=CC=CN=1)C.[C:22](Cl)(=[O:27])[CH2:23][CH:24]([CH3:26])[CH3:25]>C1(C)C=CC=CC=1.N1C=CC=CC=1>[CH3:25][CH:24]([CH3:26])[CH2:23][C:22]([NH:1][C:2]1[O:6][N:5]=[C:4]([CH:7]([CH3:8])[CH3:9])[C:3]=1[C:10]([NH2:12])=[O:11])=[O:27]. Procedure: 1.7 g of 5-amino-3-isopropylisoxazole-4-carboxamide in a mixture of 40 ml of toluene and 40 ml of pyridine are initially taken together with a pinch of dimethylaminopyridine, and a solution of 2.5 g of isovaleroyl chloride in 20 ml of toluene is added. Stirring is carried out for 16 hours at room temperature, after which the solution is evaporated to dryness and the residue is stirred with ethyl acetate. The organic phase is then extracted with aqueous hydrochloric acid and sodium bicarbonate so... Starting materials: CC=1C(C(=C(C1C)C)C)C1=C(C=O)C=CC=C1 (2-(2,3,4,5-tetramethylcyclopentadienyl)benzaldehyde), C1(=CC=CC=C1)NN (phenylhydrazine). Run in C(C)O (ethanol). Product: C1(=CC=CC=C1)NN=CC1=C(C=CC=C1)C1C(=C(C(=C1C)C)C)C (2-(2,3,4,5-tetramethylcyclopentadienyl)benzaldehyde phenylhydrazone). Isolated yield 75.8%. Reaction SMILES: [CH3:1][C:2]1[CH:3]([C:10]2[CH:17]=[CH:16][CH:15]=[CH:14][C:11]=2[CH:12]=O)[C:4]([CH3:9])=[C:5]([CH3:8])[C:6]=1[CH3:7].[C:18]1([NH:24][NH2:25])[CH:23]=[CH:22][CH:21]=[CH:20][CH:19]=1>C(O)C>[C:18]1([NH:24][N:25]=[CH:12][C:11]2[CH:14]=[CH:15][CH:16]=[CH:17][C:10]=2[CH:3]2[C:2]([CH3:1])=[C:6]([CH3:7])[C:5]([CH3:8])=[C:4]2[CH3:9])[CH:23]=[CH:22][CH:21]=[CH:20][CH:19]=1. Procedure details: Under a nitrogen atmosphere, to a solution of 2-(2,3,4,5-tetramethylcyclopentadienyl)benzaldehyde (20.0 mmol) in ethanol (60.0 mL) was added dropwise phenylhydrazine (22.0 mmol) and the mixture was stirred at room temperature for 2-hrs. The solvent was distilled off under reduced pressure and the residue was recrystallized from hexane to give 2-(2,3,4,5-tetramethylcyclopentadienyl)benzaldehyde phenylhydrazone (4.8 g, yield 76.3%). The product is CC(C)Oc1nc2cc[nH]c(=O)c2c2cc(F)ccc12. Reactants: CCCc1cc(CCC)c(-c2ccccc2P(C(C)(C)C)C(C)(C)C)c(CCC)c1, C1COCCO1, CC(C)Oc1nc2ccnc(Cl)c2c2cc(F)ccc12, [K+], O=C(C=Cc1ccccc1)C=Cc1ccccc1, O=C(C=Cc1ccccc1)C=Cc1ccccc1, O=C(C=Cc1ccccc1)C=Cc1ccccc1, [OH-], O, [Pd], [Pd]. Reaction SMILES: [C:23]([P:24]([C:25]([CH3:26])([CH3:27])[CH3:28])[c:29]1[cH:30][cH:31][cH:32][cH:33][c:34]1-[c:35]1[c:36]([CH2:37][CH2:38][CH3:39])[cH:40][c:41]([CH2:42][CH2:43][CH3:44])[cH:45][c:46]1[CH2:47][CH2:48][CH3:49])([CH3:50])([CH3:51])[CH3:52].[CH2:53]1[O:54][CH2:56][CH2:57][O:55][CH2:58]1.[Cl:1][c:2]1[c:3]2[c:4]3[c:5]([c:6]([O:12][CH:13]([CH3:14])[CH3:15])[n:7][c:8]2[cH:9][cH:10][n:11]1)[cH:16][cH:17][c:18]([F:20])[cH:19]3.[K+:22].[O:61]=[C:62]([CH:63]=[CH:64][c:65]1[cH:66][cH:67][cH:68][cH:69][cH:70]1)[CH:71]=[CH:72][c:73]1[cH:74][cH:75][cH:76][cH:77][cH:78]1.[O:79]=[C:80]([CH:81]=[CH:82][c:83]1[cH:84][cH:85][cH:86][cH:87][cH:88]1)[CH:89]=[CH:90][c:91]1[cH:92][cH:93][cH:94][cH:95][cH:96]1.[O:97]=[C:98]([CH:99]=[CH:100][c:101]1[cH:102][cH:103][cH:104][cH:105][cH:106]1)[CH:107]=[CH:108][c:109]1[cH:110][cH:111][cH:112][cH:113][cH:114]1.[OH-:21].[OH2:115].[Pd:59].[Pd:60]>>[c:2]1(=[O:55])[c:3]2[c:4]3[c:5]([c:6]([O:12][CH:13]([CH3:14])[CH3:15])[n:7][c:8]2[cH:9][cH:10][nH:11]1)[cH:16][cH:17][c:18]([F:20])[cH:19]3. Starting materials: COC1=C(CCl)C=CC=C1OC (2, 3-dimethoxybenzyl chloride), [H-].[Na+] (sodium hydride), O (water), resultant mixture, C(C)OC(C(C(=O)OCC)CCCCC)=O (n-pentylmalonic acid diethyl ester). Run in CN(C=O)C (dimethylformamide), CN(C=O)C (dimethylformamide), CN(C=O)C (dimethylformamide). The product is C(C)OC(C(C(=O)OCC)(CCCCC)CC1=C(C(=CC=C1)OC)OC)=O (2, 3-dimethoxybenzyl-n-pentylmalonic acid diethyl ester). Yield: 73.1%. Reaction SMILES: [H-].[Na+].[CH2:3]([O:5][C:6](=[O:18])[CH:7]([CH2:13][CH2:14][CH2:15][CH2:16][CH3:17])[C:8]([O:10][CH2:11][CH3:12])=[O:9])[CH3:4].[CH3:19][O:20][C:21]1[C:28]([O:29][CH3:30])=[CH:27][CH:26]=[CH:25][C:22]=1[CH2:23]Cl.O>CN(C)C=O>[CH2:3]([O:5][C:6](=[O:18])[C:7]([CH2:23][C:22]1[CH:25]=[CH:26][CH:27]=[C:28]([O:29][CH3:30])[C:21]=1[O:20][CH3:19])([CH2:13][CH2:14][CH2:15][CH2:16][CH3:17])[C:8]([O:10][CH2:11][CH3:12])=[O:9])[CH3:4] |f:0.1|. Reported procedure: To a suspension of 60% sodium hydride (440 mg, 11 mmol) in 5 ml of dimethylformamide was added a solution of 2.30 g (10 mmol) of n-pentylmalonic acid diethyl ester in 5 m of dimethylformamide under stirring and ice cooling, and the resultant mixture was stirred for 30 minutes. A solution of 1.86 g (10 mmol) of 2, 3-dimethoxybenzyl chloride in 5 ml of dimethylformamide was dropwise added to the mixture, which was stirred at 70° C. for 1 hour. After cooling, the reaction mixture was mixed with wat... Reactants: [H-].[Na+] (NaH), C1(=CC=CC=2CCCCC12)O (5,6,7,8-tetrahydro-naphthalen-1-ol), ClCOC (chloromethoxymethane). Product: COCOC1=C2CCCCC2=CC=C1 (5-methoxymethoxy-1,2,3,4-tetrahydro-naphthalene). Run at time 8 hour. Solvent: CN(C=O)C (N,N-dimethylformamide). Procedure details: 1.0 g 5,6,7,8-tetrahydro-naphthalen-1-ol was dissolved in 20 ml of N,N-dimethylformamide. To this solution was added slowly 0.256 g of 95% NaH, followed by addition of 0.768 ml of chloromethoxymethane. The reaction was flushed with nitrogen and left stirring overnight at room temperature. The reaction mixture was then diluted with 50 ml of water and extracted with 50 ml of diethyl ether. The organic layer was washed with 50 ml of water, dried over magnesium sulphate and concentrated in vacuo to ... RXN SMILES: [C:1]1([OH:11])[C:10]2[CH2:9][CH2:8][CH2:7][CH2:6][C:5]=2[CH:4]=[CH:3][CH:2]=1.[H-].[Na+].Cl[CH2:15][O:16][CH3:17]>CN(C)C=O>[CH3:15][O:16][CH2:17][O:11][C:1]1[CH:2]=[CH:3][CH:4]=[C:5]2[C:10]=1[CH2:9][CH2:8][CH2:7][CH2:6]2 |f:1.2|. Reactants: ClC=1C=2N(C=CN1)C(=NC2)[C@@H]2CC[C@H](CC2)CO (trans-[4-(8-Chloroimidazo[1,5-a]pyrazin-3-yl)cyclohexyl]methanol), IN1C(CCC1=O)=O (N-iodosuccinimide). The solvent is CN(C)C=O (DMF), C(Cl)Cl (DCM). The product is ClC=1C=2N(C=CN1)C(=NC2I)[C@@H]2CC[C@H](CC2)CO (trans-[4-(8-Chloro-1-iodoimidazo[1,5-a]pyrazin-3-yl)cyclohexyl]methanol). Reaction SMILES: [Cl:1][C:2]1[C:3]2[N:4]([C:8]([C@H:11]3[CH2:16][CH2:15][C@H:14]([CH2:17][OH:18])[CH2:13][CH2:12]3)=[N:9][CH:10]=2)[CH:5]=[CH:6][N:7]=1.[I:19]N1C(=O)CCC1=O>CN(C=O)C.C(Cl)Cl>[Cl:1][C:2]1[C:3]2[N:4]([C:8]([C@H:11]3[CH2:12][CH2:13][C@H:14]([CH2:17][OH:18])[CH2:15][CH2:16]3)=[N:9][C:10]=2[I:19])[CH:5]=[CH:6][N:7]=1. Procedure details: trans-[4-(8-Chloroimidazo[1,5-a]pyrazin-3-yl)cyclohexyl]methanol (18.00 g, 67.74 mmol) and N-iodosuccinimide (19.81 g, 88.06 mmol) in anhydrous DMF (360 mL) were stirred at 60° C. under N2 for 6 h. The reaction was diluted with DCM (˜600 mL), washed with water and brine, dried over anhydrous Na2SO4 and then concentrated in vacuo. The crude material was purified by a silica gel flash chromatography (eluted with 1:2 EtOAc/DCM to 1:1 EtOAc/DCM) to obtain the desired product as a pale yellow solid; ... Starting materials: C(C)(C)(C)OC(NCC[C@@H](C)N1CCC(CC1)NC1=CC=C(C=C1)OC)=O ((R)-{3-[4-(4-methoxy-phenylamino)-piperidin-1-yl]-butyl}-carbamic acid tert-butyl ester), BrCC1=CC=CC(=N1)C#N (6-bromomethyl-pyridine-2-carbonitrile), CCN(C(C)C)C(C)C (DIPEA). Run in CC#N (CH3CN). Yields the product C(C)(C)(C)OC(NCC[C@@H](C)N1CCC(CC1)N(C1=CC=C(C=C1)OC)CC1=NC(=CC=C1)C#N)=O ((R)-(3-{4-[(6-cyano-pyridin-2-ylmethyl)-(4-methoxy-phenyl)-amino]-piperidin-1-yl}-butyl)-carbamic acid tert-butyl ester). The yield is 77.9%. Reaction SMILES: [C:1]([O:5][C:6](=[O:27])[NH:7][CH2:8][CH2:9][C@H:10]([N:12]1[CH2:17][CH2:16][CH:15]([NH:18][C:19]2[CH:24]=[CH:23][C:22]([O:25][CH3:26])=[CH:21][CH:20]=2)[CH2:14][CH2:13]1)[CH3:11])([CH3:4])([CH3:3])[CH3:2].Br[CH2:29][C:30]1[N:35]=[C:34]([C:36]#[N:37])[CH:33]=[CH:32][CH:31]=1.CCN(C(C)C)C(C)C>CC#N>[C:1]([O:5][C:6](=[O:27])[NH:7][CH2:8][CH2:9][C@H:10]([N:12]1[CH2:17][CH2:16][CH:15]([N:18]([CH2:29][C:30]2[CH:31]=[CH:32][CH:33]=[C:34]([C:36]#[N:37])[N:35]=2)[C:19]2[CH:20]=[CH:21][C:22]([O:25][CH3:26])=[CH:23][CH:24]=2)[CH2:14][CH2:13]1)[CH3:11])([CH3:4])([CH3:2])[CH3:3]. Procedure details: Using General Procedure E, (R)-{3-[4-(4-methoxy-phenylamino)-piperidin-1-yl]-butyl}-carbamic acid tert-butyl ester (0.681 g, 1.81 mmol), 6-bromomethyl-pyridine-2-carbonitrile (0.535 g, 2.71 mmol) and DIPEA (630 μL, 3.62 mmol) in CH3CN (20 mL) at 55° C. for 16 h gave the crude product as a pale brown oil. Purification by column chromatography on silica gel (CH2Cl2:MeOH:, 95:5, v/v) afforded (R)-(3-{4-[(6-cyano-pyridin-2-ylmethyl)-(4-methoxy-phenyl)-amino]-piperidin-1-yl}-butyl)-carbamic acid tert... Reactants: CC(Cl)CCCBr, Cc1c[nH]c(=O)[nH]c1=O, [K+], [K+], O=C([O-])[O-], CN(C)C=O, O. Product: Cc1cn(CCCC(C)Cl)c(=O)[nH]c1=O. As a reaction SMILES: [Br:16][CH2:17][CH2:18][CH2:19][CH:20]([CH3:21])[Cl:22].[CH3:1][c:2]1[c:3](=[O:9])[nH:4][c:5](=[O:8])[nH:6][cH:7]1.[K+:10].[K+:11].[O-:12][C:13]([O-:14])=[O:15].[O:24]=[CH:25][N:26]([CH3:27])[CH3:28].[OH2:23]>>[CH3:1][c:2]1[c:3](=[O:9])[nH:4][c:5](=[O:8])[n:6]([CH2:17][CH2:18][CH2:19][CH:20]([CH3:21])[Cl:22])[cH:7]1. The reactants are ClCC1=C(C=C(C=C1)N1C(N(C(C1(C)C)=O)C1=CC(=C(C#N)C=C1)C(F)(F)F)=S)F (4-(3-(4-(chloromethyl)-3-fluorophenyl)-4,4-dimethyl-5-oxo-2-thioxoimidazolidin-1-yl)-2-(trifluoromethyl)benzonitrile), N1CCCCC1 (piperidine). Run in C1(=CC=CC=C1)C (toluene). Product: FC=1C=C(C=CC1CN1CCCCC1)N1C(N(C(C1(C)C)=O)C1=CC(=C(C#N)C=C1)C(F)(F)F)=S (4-(3-(3-fluoro-4-((piperidin-1-yl)methyl)phenyl)-4,4-dimethyl-5-oxo-2-thioxoimidazolidin-1-yl)-2-(trifluoromethyl)benzonitrile). Yield: 12.3%. As a reaction SMILES: Cl[CH2:2][C:3]1[CH:8]=[CH:7][C:6]([N:9]2[C:13]([CH3:15])([CH3:14])[C:12](=[O:16])[N:11]([C:17]3[CH:24]=[CH:23][C:20]([C:21]#[N:22])=[C:19]([C:25]([F:28])([F:27])[F:26])[CH:18]=3)[C:10]2=[S:29])=[CH:5][C:4]=1[F:30].[NH:31]1[CH2:36][CH2:35][CH2:34][CH2:33][CH2:32]1>C1(C)C=CC=CC=1>[F:30][C:4]1[CH:5]=[C:6]([N:9]2[C:13]([CH3:15])([CH3:14])[C:12](=[O:16])[N:11]([C:17]3[CH:24]=[CH:23][C:20]([C:21]#[N:22])=[C:19]([C:25]([F:27])([F:26])[F:28])[CH:18]=3)[C:10]2=[S:29])[CH:7]=[CH:8][C:3]=1[CH2:2][N:31]1[CH2:36][CH2:35][CH2:34][CH2:33][CH2:32]1. Procedure details: Compound 7 was prepared according to General Method 2. A solution of 4-(3-(4-(chloromethyl)-3-fluorophenyl)-4,4-dimethyl-5-oxo-2-thioxoimidazolidin-1-yl)-2-(trifluoromethyl)benzonitrile (100 mg, 0.21 mmol) and piperidine (93 mg, 1.05 mmol) in toluene (10 mL) was refluxed for 12 h. The solvent was removed and residue was purified by silica gel chromatography (eluant: 60% ethyl acetate in hexane) to obtain 13 mg of 4-(3-(3-fluoro-4-((piperidin-1-yl)methyl)phenyl)-4,4-dimethyl-5-oxo-2-thioxoimidazo... The reactants are Nc1ccc2c(ccn2Cc2ccccc2)c1, Cl, Cc1cc(C(=O)NCCN2CCOCC2)[nH]c1C=C1C(=O)Nc2ncnc(Cl)c21. The product is Cl, Cc1cc(C(=O)NCCN2CCOCC2)[nH]c1C=C1C(=O)Nc2ncnc(Nc3ccc4c(ccn4Cc4ccccc4)c3)c21. Reaction SMILES: [CH2:30]([c:31]1[cH:32][cH:33][cH:34][cH:35][cH:36]1)[n:37]1[cH:38][cH:39][c:40]2[cH:41][c:42]([NH2:46])[cH:43][cH:44][c:45]12.[ClH:47].[O:1]1[CH2:2][CH2:3][N:4]([CH2:7][CH2:8][NH:9][C:10](=[O:11])[c:12]2[nH:13][c:14]([CH:18]=[C:19]3[C:20](=[O:29])[NH:21][c:22]4[n:23][cH:24][n:25][c:26]([Cl:28])[c:27]43)[c:15]([CH3:17])[cH:16]2)[CH2:5][CH2:6]1>>[ClH:28].[O:1]1[CH2:2][CH2:3][N:4]([CH2:7][CH2:8][NH:9][C:10](=[O:11])[c:12]2[nH:13][c:14]([CH:18]=[C:19]3[C:20](=[O:29])[NH:21][c:22]4[n:23][cH:24][n:25][c:26]([NH:46][c:42]5[cH:41][c:40]6[cH:39][cH:38][n:37]([CH2:30][c:31]7[cH:32][cH:33][cH:34][cH:35][cH:36]7)[c:45]6[cH:44][cH:43]5)[c:27]43)[c:15]([CH3:17])[cH:16]2)[CH2:5][CH2:6]1.